This data is from the Open Reaction Database (ORD), a public repository of structured organic reaction records. The task is: describe an organic reaction: reactants, conditions, products, and yield Reactants: CC(=O)O[BH-](OC(C)=O)OC(C)=O, C1CCOC1, COc1ccc(COCC(C)C(O[Si](C)(C)C(C)(C)C)C(C)C=O)cc1, CN, CC(=O)O, CCOC(C)=O, [Na+]. Yields the product CNCC(C)C(O[Si](C)(C)C(C)(C)C)C(C)COCc1ccc(OC)cc1. RXN SMILES: [C:29]([O:30][BH-:31]([O:32][C:33](=[O:34])[CH3:35])[O:36][C:37](=[O:38])[CH3:39])(=[O:40])[CH3:41].[CH2:47]1[O:48][CH2:49][CH2:50][CH2:51]1.[CH3:1][C:2]([CH3:3])([CH3:4])[Si:5]([O:6][CH:7]([CH:8]([CH:9]=[O:10])[CH3:11])[CH:12]([CH2:13][O:14][CH2:15][c:16]1[cH:17][cH:18][c:19]([O:22][CH3:23])[cH:20][cH:21]1)[CH3:24])([CH3:25])[CH3:26].[CH3:27][NH2:28].[CH3:43][C:44](=[O:45])[OH:46].[CH3:52][CH2:53][O:54][C:55]([CH3:56])=[O:57].[Na+:42]>>[CH3:1][C:2]([CH3:3])([CH3:4])[Si:5]([O:6][CH:7]([CH:8]([CH2:9][NH:28][CH3:27])[CH3:11])[CH:12]([CH2:13][O:14][CH2:15][c:16]1[cH:17][cH:18][c:19]([O:22][CH3:23])[cH:20][cH:21]1)[CH3:24])([CH3:25])[CH3:26]. RXN SMILES: [CH3:1][NH:2][CH2:3][C:4]1[C:13]2[C:8](=[CH:9][CH:10]=[CH:11][CH:12]=2)[CH:7]=[CH:6][CH:5]=1.[C:14]([C:18]1[CH:25]=[CH:24][C:21]([CH2:22][Cl:23])=[CH:20][CH:19]=1)([CH3:17])([CH3:16])[CH3:15].C(=O)([O-])[O-].[Na+].[Na+].CN(C)C=O>O>[ClH:23].[C:14]([C:18]1[CH:25]=[CH:24][C:21]([CH2:22][N:2]([CH2:3][C:4]2[C:13]3[C:8](=[CH:9][CH:10]=[CH:11][CH:12]=3)[CH:7]=[CH:6][CH:5]=2)[CH3:1])=[CH:20][CH:19]=1)([CH3:17])([CH3:16])[CH3:15] |f:2.3.4,7.8|. Reported procedure: A mixture of 3.43 g of N-methyl-naphthylmethylamine, 3.65 g of 4-tert-butylbenzyl chloride, 2.33 g of anhydrous sodium carbonate and 20 ml of dimethyl formamide was stirred at 50° C. for 16 hours. The reaction mixture was poured into water and extracted with benzene, and the benzene solution was washed with water. After distilling away benzene, 3 ml of concentrated hydrochloric acid was added at cooling. An excess of hydrochloric acid was removed under reduced pressure and a suitable amount of a... Yields the product N-(4-tertbutylbenzyl)-N-methyl-lnaphthylmethylamine hydrochloride, Cl.C(C)(C)(C)C1=CC=C(CN(C)CC2=CC=CC3=CC=CC=C23)C=C1 (N-(4-tert-butylbenzyl)-N-methyl-1-naphthylmethylamine hydrochloride). Reaction conditions: temperature 50 celsius, time 16 hour. Starting materials: CNCC1=CC=CC2=CC=CC=C12 (N-methyl-naphthylmethylamine), C(C)(C)(C)C1=CC=C(CCl)C=C1 (4-tert-butylbenzyl chloride), C([O-])([O-])=O.[Na+].[Na+] (sodium carbonate), CN(C=O)C (dimethyl formamide). Solvent: O (water). The reactants are Cl (hydrochloride), FC=1C=CC2=C(C(CC(O2)C(=O)NC2=CC=C(C=C2)OC)=O)C1 (6-fluoro-3,4-dihydro-N-(4-methoxyphenyl)-4-oxo-2H-1-benzopyran-2-carboxamide), [C-]#N.[K+] (potassium cyanide), C([O-])([O-])=O.[NH4+].[NH4+] (ammonium carbonate), C(C)O (ethanol). Solvent: O (water). Product: FC=1C=CC2=C(C1)C1(NC(NC1=O)=O)CC(O2)C(=O)NC2=CC=C(C=C2)OC (6-Fluoro-2,3-dihydro-N-(4-methoxyphenyl)-2',5'-dioxo-spiro[4H-1-benzopyran-4,4'-imidazolidine]-2-carboxamide). Isolated yield 25.0%. Reaction SMILES: [F:1][C:2]1[CH:3]=[CH:4][C:5]2[O:10][CH:9]([C:11]([NH:13][C:14]3[CH:19]=[CH:18][C:17]([O:20][CH3:21])=[CH:16][CH:15]=3)=[O:12])[CH2:8][C:7](=O)[C:6]=2[CH:23]=1.[C-]#N.[K+].[C:27](=[O:30])([O-])[O-].[NH4+:31].[NH4+:32].Cl.[CH2:34]([OH:36])C>O>[F:1][C:2]1[CH:3]=[CH:4][C:5]2[O:10][CH:9]([C:11]([NH:13][C:14]3[CH:19]=[CH:18][C:17]([O:20][CH3:21])=[CH:16][CH:15]=3)=[O:12])[CH2:8][C:7]3([C:34](=[O:36])[NH:32][C:27](=[O:30])[NH:31]3)[C:6]=2[CH:23]=1 |f:1.2,3.4.5|. Procedure: A mixture of 6-fluoro-3,4-dihydro-N-(4-methoxyphenyl)-4-oxo-2H-1-benzopyran-2-carboxamide (220 mg, 0.7 mmol), potassium cyanide (97.5 mg, 1.5 mmol) and ammonium carbonate (400 mg, 4.2 mmol) in 2.1 ml of 60% aqueous ethanol was heated at 65° to 70° C. in a sealed tube for 40 hours. The reaction mixture was diluted with 5.0 ml of water and then acidified with 6N-hydrochloride acid to pH 1. The formed precipitate was filtered and recrystallized from ethanol to give 67.3 mg (25.0%) of the desired co... Reactants: O=C1CCCCC(=O)O1, CC(=O)[O-], CC(=O)[O-], C=CCCCCCC, CCCCCCCCC1CCCC(=O)OC1=O, CC(=O)O, [Co+2], [Mn+2], O. Yields the product CCCCCCCCC1CCC(CCCCCCCC)C(=O)OC1=O. As a reaction SMILES: [C:1]1(=[O:2])[O:3][C:4](=[O:5])[CH2:6][CH2:7][CH2:8][CH2:9]1.[C:36]([O-:37])(=[O:38])[CH3:39].[C:41]([O-:42])(=[O:43])[CH3:44].[CH2:10]=[CH:11][CH2:12][CH2:13][CH2:14][CH2:15][CH2:16][CH3:17].[CH2:19]([CH2:20][CH2:21][CH2:22][CH2:23][CH2:24][CH2:25][CH3:26])[CH:27]1[C:28](=[O:29])[O:30][C:31](=[O:35])[CH2:32][CH2:33][CH2:34]1.[CH3:46][C:47](=[O:48])[OH:49].[Co+2:45].[Mn+2:40].[O:18]>>[CH2:10]([CH2:11][CH2:12][CH2:13][CH2:14][CH2:15][CH2:16][CH3:17])[CH:32]1[C:31](=[O:35])[O:30][C:28](=[O:29])[CH:27]([CH2:19][CH2:20][CH2:21][CH2:22][CH2:23][CH2:24][CH2:25][CH3:26])[CH2:34][CH2:33]1. Reactants: [N+](=O)([O-])C1=CC=C(C(=O)C2=C(C=C3C(=C2)OCO3)C(C(=O)OC)C)C=C1 (methyl 2-(2-(4-nitrobenzoyl)-4,5-methylenedioxyphenyl)propionate), O.NN (hydrazine hydrate). Solvent: COCCO (2-methoxyethanol). The product is C1OC=2C(=CC3=C(C(C(NN=C3C3=CC=C(C=C3)[N+](=O)[O-])=O)C)C2)O1 (7,8-methylenedioxy-5-methyl-1-(4-nitrophenyl)-3,5-dihydro-2,3-benzodiazepin-4(4H)-one). RXN SMILES: [N+:1]([C:4]1[CH:26]=[CH:25][C:7]([C:8]([C:10]2[CH:15]=[C:14]3[O:16][CH2:17][O:18][C:13]3=[CH:12][C:11]=2[CH:19]([CH3:24])[C:20](OC)=[O:21])=O)=[CH:6][CH:5]=1)([O-:3])=[O:2].O.[NH2:28][NH2:29]>COCCO>[CH2:17]1[O:16][C:14]2=[CH:15][C:10]3[C:8]([C:7]4[CH:25]=[CH:26][C:4]([N+:1]([O-:3])=[O:2])=[CH:5][CH:6]=4)=[N:29][NH:28][C:20](=[O:21])[CH:19]([CH3:24])[C:11]=3[CH:12]=[C:13]2[O:18]1 |f:1.2|. Procedure: A mixture of methyl 2-(2-(4-nitrobenzoyl)-4,5-methylenedioxyphenyl)propionate (211 mg, 0.59 mmol), hydrazine hydrate (0.15 mL, 2.4 mmol), and 2-methoxyethanol (6 mL) was heated to reflux for 72 h. The solvent was removed in vacuo and the crude product was purified by chromatography to yield 7,8-methylenedioxy-5-methyl-1-(4-nitrophenyl)-3,5-dihydro-2,3-benzodiazepin-4(4H)-one which was treated with excess amount of hydrazine and Raney Ni for 1 h. The reaction was then allowed to settled and liqui... Starting materials: [H-].[Al+3].[Li+].[H-].[H-].[H-] (Lithium aluminum hydride), OC1(CC=CC=C1)CC1(CCCC1)C(=O)OCC (ethyl 1-(1-hydroxyphenylmethyl)cyclopentanecarboxylate), OS(=O)(=O)[O-].[Na+] (NaHSO4). Solvent: CCOCC (ether), CCOCC (ether). Conditions: temperature -20 celsius, time 3 hour. The product is OC(C1=CC=CC=C1)C1(CCCC1)CO (1-(1-hydroxy-1-phenylmethyl)-1-hydroxymethylcyclopentane). Reaction SMILES: [H-].[Al+3].[Li+].[H-].[H-].[H-].O[C:8]1([CH2:14][C:15]2([C:20]([O:22]CC)=O)[CH2:19][CH2:18][CH2:17][CH2:16]2)[CH:13]=[CH:12][CH:11]=[CH:10][CH2:9]1.[OH:25]S([O-])(=O)=O.[Na+]>CCOCC>[OH:25][CH:14]([C:15]1([CH2:20][OH:22])[CH2:19][CH2:18][CH2:17][CH2:16]1)[C:8]1[CH:13]=[CH:12][CH:11]=[CH:10][CH:9]=1 |f:0.1.2.3.4.5,7.8|. Procedure details: Lithium aluminum hydride (1.05 g, 27.6 mmol) was suspended in ether (80 ml) and the mixture was cooled to −20° C. to −30° C. Thereto was added dropwise a solution of ethyl 1-(1-hydroxyphenylmethyl)cyclopentanecarboxylate (14.118.4 mmol) in ether (10 ml) while maintaining the solution at not higher than −20° C. The mixture was stirred at −20° C. for 1 h and at room temperature for 3 h, cooled to −20° C. and 10% NaHSO4 aqueous solution (40 ml) was added dropwise. The mixture was stirred at 0° C. f... The reactants are CC(=CCBr)C (3-methyl-2-butenyl bromide), [Cl-].[NH4+] (ammonium chloride), [Mg] (Magnesium), solution, COC(C1=CC(=CC=C1)Br)OC (3-bromobenzaldehyde dimethyl acetal). Run in O1CCCC1 (tetrahydrofuran), C(C)OCC (Ethyl ether), O1CCCC1 (tetrahydrofuran), C(C)OCC (ethyl ether), O1CCCC1 (tetrahydrofuran). Product: COC(C1=CC(=CC=C1)CC=C(C)C)OC (3-(3-methyl-2-butenyl)benzaldehyde dimethyl acetal). Isolated yield 89.7%. As a reaction SMILES: [Mg].[CH3:2][O:3][CH:4]([O:12][CH3:13])[C:5]1[CH:10]=[CH:9][CH:8]=[C:7](Br)[CH:6]=1.[CH3:14][C:15]([CH3:19])=[CH:16][CH2:17]Br.[Cl-].[NH4+]>C(OCC)C.O1CCCC1>[CH3:2][O:3][CH:4]([O:12][CH3:13])[C:5]1[CH:10]=[CH:9][CH:8]=[C:7]([CH2:17][CH:16]=[C:15]([CH3:19])[CH3:14])[CH:6]=1 |f:3.4|. Reported procedure: Magnesium metal (1.2 g) was added to 2 ml of tetrahydrofuran. With stirring at room temperature, 20 ml of a solution of 2.0 g of 3-bromobenzaldehyde dimethyl acetal in a 1:1 mixture of tetrahydrofuran and ethyl ether was added dropwise over the course of 1 hour. With stirring under ice cooling, 15 ml of a tetrahydrofuran solution of 2.25 g of 3-methyl-2-butenyl bromide was added to the resulting solution. The temperature of the mixture was returned to room temperature, and then it was stirred fo... The reactants are CC(C)(C)c1ccc(Nc2ncnc3c2CCN(Cc2ccccc2)C3)cc1, CO, O=C[O-], [NH4+], O, [Pd]. Yields the product CC(C)(C)c1ccc(Nc2ncnc3c2CCNC3)cc1. As a reaction SMILES: [C:1]([CH3:2])([CH3:3])([CH3:4])[c:5]1[cH:6][cH:7][c:8]([NH:11][c:12]2[c:13]3[c:14]([n:15][cH:16][n:17]2)[CH2:18][N:19]([CH2:22][c:23]2[cH:24][cH:25][cH:26][cH:27][cH:28]2)[CH2:20][CH2:21]3)[cH:9][cH:10]1.[CH3:33][OH:34].[CH:29]([O-:30])=[O:31].[NH4+:32].[OH2:35].[Pd:36]>>[C:1]([CH3:2])([CH3:3])([CH3:4])[c:5]1[cH:6][cH:7][c:8]([NH:11][c:12]2[c:13]3[c:14]([n:15][cH:16][n:17]2)[CH2:18][NH:19][CH2:20][CH2:21]3)[cH:9][cH:10]1. The reactants are C(N)(=O)C(CCC1=CC=CC=C1)NC(OCC1=CC=CC=C1)=O (benzyl (1-carbamoyl-3-phenylpropyl)carbamate), Cl.N[C@@H](CCC1=CC=CC=C1)C(=O)N (L-homophenylalanine amide hydrochloride), C(=O)(OCC1=CC=CC=C1)N1C(CCC1=O)=O (N-Cbz-succinimide), C(C)(=O)OC(C)=O (acetic anhydride). Solvent: N1=CC=CC=C1 (pyridine). Run at temperature 75 celsius, time 24 hour. The product is C(#N)C(CCC1=CC=CC=C1)NC(OCC1=CC=CC=C1)=O (Benzyl (1-cyano-3-phenylpropyl)carbamate). As a reaction SMILES: [C:1]([CH:4]([NH:13][C:14](=[O:23])[O:15][CH2:16][C:17]1[CH:22]=[CH:21][CH:20]=[CH:19][CH:18]=1)[CH2:5][CH2:6][C:7]1[CH:12]=[CH:11][CH:10]=[CH:9][CH:8]=1)(=O)[NH2:2].Cl.N[C@H](C(N)=O)CCC1C=CC=CC=1.C(N1C(=O)CCC1=O)(OCC1C=CC=CC=1)=O.C(OC(=O)C)(=O)C>N1C=CC=CC=1>[C:1]([CH:4]([NH:13][C:14](=[O:23])[O:15][CH2:16][C:17]1[CH:22]=[CH:21][CH:20]=[CH:19][CH:18]=1)[CH2:5][CH2:6][C:7]1[CH:12]=[CH:11][CH:10]=[CH:9][CH:8]=1)#[N:2] |f:1.2|. Procedure: 2.78 g of benzyl (1-carbamoyl-3-phenylpropyl)carbamate, prepared from L-homophenylalanine amide hydrochloride and N-Cbz-succinimide, were dissolved in 30 ml of dry pyridine and treated with 6 ml of acetic anhydride. The reaction mixture was stirred at 75° C. for 24 h. The cooled solution was concentrated in vacuo, treated with 100 ml of ethyl acetate, and then extracted three times by shaking with 50 ml each of 5% strength citric acid solution and saturated sodium chloride solution. The organic ...